Task: describe an organic reaction: reactants, conditions, products, and yield. Dataset: the Open Reaction Database (ORD), a public repository of structured organic reaction records The reactants are C1(CC1)CC1=C(OCCCOC=2C(=C(OCC(=O)OCC)C=CC2)CCC)C=CC(=C1O)C(=O)NC (Ethyl [3-[3-[2-(cyclopropylmethyl)-3-hydroxy-4-[(methylamino)carbonyl]phenoxy]propoxy]-2-propylphenoxy]acetate), COS(=O)(=O)OC (Me2SO4), [OH-].[K+] (KOH). Run in C1CCOC1 (THF). The product is C1(CC1)CC1=C(OCCCOC=2C(=C(OCC(=O)OCC)C=CC2)CCC)C=CC(=C1OC)C(=O)NC (Ethyl [3-[3-[2-(cyclopropylmethyl)-3-methoxy-4-[(methylamino)carbonyl]phenoxy]propoxy]-2-propylphenoxy]acetate). As a reaction SMILES: [CH:1]1([CH2:4][C:5]2[C:31]([OH:32])=[C:30]([C:33]([NH:35][CH3:36])=[O:34])[CH:29]=[CH:28][C:6]=2[O:7][CH2:8][CH2:9][CH2:10][O:11][C:12]2[C:13]([CH2:25][CH2:26][CH3:27])=[C:14]([CH:22]=[CH:23][CH:24]=2)[O:15][CH2:16][C:17]([O:19][CH2:20][CH3:21])=[O:18])[CH2:3][CH2:2]1.[CH3:37]OS(OC)(=O)=O.[OH-].[K+]>C1COCC1>[CH:1]1([CH2:4][C:5]2[C:31]([O:32][CH3:37])=[C:30]([C:33]([NH:35][CH3:36])=[O:34])[CH:29]=[CH:28][C:6]=2[O:7][CH2:8][CH2:9][CH2:10][O:11][C:12]2[C:13]([CH2:25][CH2:26][CH3:27])=[C:14]([CH:22]=[CH:23][CH:24]=2)[O:15][CH2:16][C:17]([O:19][CH2:20][CH3:21])=[O:18])[CH2:3][CH2:2]1 |f:2.3|. Reported procedure: The compound of Example 63 is methylated (Me2SO4, KOH, THF) under the conditions described in Example 45. Chromatographic purification of the crude product on silica gel (Ethyl acetate/hexane (3:7) as eluant) affords the product. The reactants are C1(CC1)[C@@H](C)OC(NC1=CC=C(C=C1)I)=O ((R)-(4-iodo-phenyl)-carbamic acid 1-cyclopropyl-ethyl ester), C(=O)([O-])[O-].[K+].[K+] (K2CO3), C1(CC1)N1C=C(C2=CC=C(C=C12)O)C#N (1-cyclopropyl-6-hydroxy-1H-indole-3-carbonitrile), C(C)(C)OB(OC(C)C)OC(C)C (triisopropylborate), [Li+].CC(C)[N-]C(C)C (LDA). Reagents/catalysts: Cl[Pd]Cl (PdCl2). Run in CN(C)C=O (DMF), C1CCOC1 (THF). Reaction conditions: temperature -78 celsius. Yields the product C1(CC1)[C@@H](C)OC(NC1=CC=C(C=C1)C=1N(C2=CC(=CC=C2C1C#N)O)C1CC1)=O ((R)-[4-(3-cyano-1-cyclopropyl-6-hydroxy-1H-indol-2-yl)-phenyl]-carbamic acid 1-cyclopropyl-ethyl ester). Isolated yield 96.3%. RXN SMILES: [CH:1]1([N:4]2[C:12]3[C:7](=[CH:8][CH:9]=[C:10]([OH:13])[CH:11]=3)[C:6]([C:14]#[N:15])=[CH:5]2)[CH2:3][CH2:2]1.C(OB(OC(C)C)OC(C)C)(C)C.[Li+].CC([N-]C(C)C)C.[CH:37]1([C@H:40]([O:42][C:43](=[O:52])[NH:44][C:45]2[CH:50]=[CH:49][C:48](I)=[CH:47][CH:46]=2)[CH3:41])[CH2:39][CH2:38]1.C([O-])([O-])=O.[K+].[K+]>C1COCC1.Cl[Pd]Cl.CN(C=O)C>[CH:37]1([C@H:40]([O:42][C:43](=[O:52])[NH:44][C:45]2[CH:50]=[CH:49][C:48]([C:5]3[N:4]([CH:1]4[CH2:3][CH2:2]4)[C:12]4[C:7]([C:6]=3[C:14]#[N:15])=[CH:8][CH:9]=[C:10]([OH:13])[CH:11]=4)=[CH:47][CH:46]=2)[CH3:41])[CH2:39][CH2:38]1 |f:2.3,5.6.7|. Procedure: To a solution of 1-cyclopropyl-6-hydroxy-1H-indole-3-carbonitrile (0.59 g, 3.0 mmol) and triisopropylborate (1.03 mL, 4.5 mmol) in THF (15 mL) at −78° C. was added LDA (1.5M mono THF in cyclohexane, 4.60 mL, 6.9 mmol) with stirring. The mixture was stirred at −78° C. for 10 min and at room temperature for 30 min followed by the addition of (R)-(4-iodo-phenyl)-carbamic acid 1-cyclopropyl-ethyl ester (1.19 g, 3.6 mmol) and PdCl2 (dppf) (0.11 g, 0.15 mmol). The reaction mixture was cooled to −78° C... The reactants are CC(C)[Si](Cl)(C(C)C)C(C)C, ClCCl, O=[N+]([O-])c1ccc(O)cc1F, c1c[nH]cn1. Product: CC(C)[Si](Oc1ccc([N+](=O)[O-])c(F)c1)(C(C)C)C(C)C. RXN SMILES: [CH:12]([CH3:13])([CH3:14])[Si:15]([CH:16]([CH3:17])[CH3:18])([CH:19]([CH3:20])[CH3:21])[Cl:22].[Cl:28][CH2:29][Cl:30].[F:1][c:2]1[cH:3][c:4]([OH:11])[cH:5][cH:6][c:7]1[N+:8](=[O:9])[O-:10].[nH:23]1[cH:24][cH:25][n:26][cH:27]1>>[F:1][c:2]1[cH:3][c:4]([O:11][Si:15]([CH:12]([CH3:13])[CH3:14])([CH:16]([CH3:17])[CH3:18])[CH:19]([CH3:20])[CH3:21])[cH:5][cH:6][c:7]1[N+:8](=[O:9])[O-:10]. Reactants: BrC1=CC=C2C(CCOC2=C1)(C)C (7-bromo-4,4-dimethyl-chroman), C(CCC)[Li] (butyllithium), CON(C(CCCCC)=O)C (hexanoic acid methoxy-methyl-amide). Solvent: C1CCOC1 (THF), C1CCOC1 (THF). Run at temperature -78 celsius, time 30 minute. The product is CC1(CCOC2=CC(=CC=C12)C(CCCCC)=O)C (1-(4,4-dimethyl-chroman-7-yl)-hexan-1-one). Yield: 47.8%. Reaction SMILES: Br[C:2]1[CH:11]=[C:10]2[C:5]([C:6]([CH3:13])([CH3:12])[CH2:7][CH2:8][O:9]2)=[CH:4][CH:3]=1.C([Li])CCC.CON(C)[C:22](=[O:28])[CH2:23][CH2:24][CH2:25][CH2:26][CH3:27]>C1COCC1>[CH3:12][C:6]1([CH3:13])[C:5]2[C:10](=[CH:11][C:2]([C:22](=[O:28])[CH2:23][CH2:24][CH2:25][CH2:26][CH3:27])=[CH:3][CH:4]=2)[O:9][CH2:8][CH2:7]1. Procedure details: A solution of 7-bromo-4,4-dimethyl-chroman (1.0 g, 4.15 mmole) in 20 mL of THF at −78° C., was treated with 1.91 mL of 2.5M butyllithium. After 30 minutes at −78° C. a solution of hexanoic acid methoxy-methyl-amide (0.726 g, 4.56 mmole) in 5 mL of THF was added. The reaction mixture was stirred at −78° C. for 30 minutes, warmed to room temperature, quenched by the addition of 25 mL saturated aqueous ammonium chloride solution and extracted with three 25 mL portions of ether. The combined organic... The reactants are S(=S)(=O)([O-])[O-].[Na+].[Na+] (sodium thiosulfate), OO.NC(=O)N (Urea hydrogen peroxide), ice water, [OH-].[Na+] (NaOH), NC(=O)N.OO (urea hydrogen peroxide), compound, COC(C1=C(N=C(C=C1Cl)C)Cl)=O (2,4-dichloro-6-methyl-nicotinic acid methyl ester). Run in FC(C(=O)O)(F)F (trifluoroacetic acid). Conditions: time 18 hour. Product: CC1=[N+](C(=C(C(=C1)Cl)C(=O)OC)Cl)[O-] (2,4-Dichloro-6-methyl-1-oxy-nicotinic acid methyl ester). Isolated yield 93.0%. RXN SMILES: OO.NC(N)=[O:5].[CH3:7][O:8][C:9](=[O:19])[C:10]1[C:15]([Cl:16])=[CH:14][C:13]([CH3:17])=[N:12][C:11]=1[Cl:18].S([O-])([O-])(=O)=S.[Na+].[Na+].[OH-].[Na+]>FC(F)(F)C(O)=O>[CH3:17][C:13]1[CH:14]=[C:15]([Cl:16])[C:10]([C:9]([O:8][CH3:7])=[O:19])=[C:11]([Cl:18])[N+:12]=1[O-:5] |f:0.1,3.4.5,6.7|. Procedure details: Urea hydrogen peroxide addition compound (98% pure) (3.860 g, 40.9 mmol) was added to a stirring solution of 2,4-dichloro-6-methyl-nicotinic acid methyl ester (3.000 g, 13.6 mmol) in trifluoroacetic acid (15 ml) under nitrogen. The reaction mixture was stirred at room temperature for 18 hr. Additional urea-hydrogen peroxide addition compound (0.640 g, 6.8 mmol) was added and the reaction stirred for an additional 3 hr. Reaction mixture was poured over ice-water and stirred rapidly. The mixture w... Starting materials: CS(=O)(=O)c1ccc(C(=CC2CCCCO2)c2cc3cccnc3[nH]2)cc1, CO. Yields the product CS(=O)(=O)c1ccc(C(CC2CCCCO2)c2cc3cccnc3[nH]2)cc1. Reaction SMILES: [CH3:1][S:2](=[O:3])(=[O:4])[c:5]1[cH:6][cH:7][c:8]([C:11](=[CH:12][CH:13]2[O:14][CH2:15][CH2:16][CH2:17][CH2:18]2)[c:19]2[cH:20][c:21]3[c:22]([n:23][cH:24][cH:25][cH:26]3)[nH:27]2)[cH:9][cH:10]1.[CH3:28][OH:29]>>[CH3:1][S:2](=[O:3])(=[O:4])[c:5]1[cH:6][cH:7][c:8]([CH:11]([CH2:12][CH:13]2[O:14][CH2:15][CH2:16][CH2:17][CH2:18]2)[c:19]2[cH:20][c:21]3[c:22]([n:23][cH:24][cH:25][cH:26]3)[nH:27]2)[cH:9][cH:10]1. The reactants are [OH-].[Na+] (sodium hydroxide), N1=CC=CC2=CC=C3C=CC=NC3=C12 (1,10-phenanthroline), FC1=CC=C2C=C(C=NC2=C1F)I (7,8-difluoro-3-iodoquinoline), CS(=O)C (dimethylsulfoxide). Reagents/catalysts: [Cu]I (CuI). The solvent is O (water). Conditions: temperature 100 celsius, time 24 hour. Yields the product FC1=CC=C2C=C(C=NC2=C1F)O (7,8-difluoro-3-hydroxyquinoline). The yield is 95.0%. As a reaction SMILES: [F:1][C:2]1[C:11]([F:12])=[C:10]2[C:5]([CH:6]=[C:7](I)[CH:8]=[N:9]2)=[CH:4][CH:3]=1.CS(C)=[O:16].[OH-].[Na+].N1C2C(=CC=C3C=2N=CC=C3)C=CC=1>[Cu]I.O>[F:1][C:2]1[C:11]([F:12])=[C:10]2[C:5]([CH:6]=[C:7]([OH:16])[CH:8]=[N:9]2)=[CH:4][CH:3]=1 |f:2.3|. Procedure details: In a 3 L eggplant-shaped flask containing a stir bar, 7,8-difluoro-3-iodoquinoline (227.2 g, 0.78 mol), dimethylsulfoxide (600 mL), and water (600 mL) were introduced and sodium hydroxide (131.5 g, 2.34 mol), CuI (14.8 g, 0.078 mol), and 1,10-phenanthroline (28.1 g, 0.156 mol) were added. The mixture was further heated to 100° C. in an oil bath and was stirred for 24 hours. After cooling, the organic layer was removed by adding ethyl acetate and water. The thus obtained aqueous layer was neutral... The reactants are C=1C=CC(=CC1)P(=O)(C=2C=CC=CC2)N=[N+]=[N-] (DPPA), C1CCC2=NCCCN2CC1 (DBU), ClC=1C=CC(=C(CO)C1)I (5-chloro-2-iodobenzyl alcohol). The solvent is CN(C)C=O (DMF). Yields the product ClC=1C=CC(=C(CN=[N+]=[N-])C1)I (5-chloro-2-iodobenzylazide). The yield is 107.7%. As a reaction SMILES: C1C=CC(P([N:15]=[N+:16]=[N-:17])(C2C=CC=CC=2)=O)=CC=1.C1CCN2C(=NCCC2)CC1.[Cl:29][C:30]1[CH:31]=[CH:32][C:33]([I:38])=[C:34]([CH:37]=1)[CH2:35]O>CN(C=O)C>[Cl:29][C:30]1[CH:31]=[CH:32][C:33]([I:38])=[C:34]([CH:37]=1)[CH2:35][N:15]=[N+:16]=[N-:17]. Procedure: DPPA (0.442 mL, 2.05 mmol) followed by DBU (0.306 mL, 2.05 mmol) were added to a stirred solution of 5-chloro-2-iodobenzyl alcohol (500 mg, 1.86 mmol) in DMF (10 mL) at 0° C. and the reaction mixture was warmed to room temperature. After 16 h the mixture was warmed to 70° C. for 2 hr. The reaction was then concentrated and the residue was partitioned between EtOAc and 10% NaHCO3. The organic layer was washed with water and brine, dried (Na2SO4) and evaporated to give 5-chloro-2-iodobenzylazide (... The reactants are BrCCCCCC(=O)O (6-bromo-hexanoic acid), C(C1=CC=CC=C1)O (benzyl alcohol), C1(CCCCC1)N=C=NC1CCCCC1 (N,N′-dicyclohexylcarbodiimide). Reagents/catalysts: CN(C1=CC=NC=C1)C (4-dimethylaminopyridine). Run in ClCCl (dichloromethane). Yields the product C(C1=CC=CC=C1)OC(CCCCCBr)=O (6-bromo-hexanoic acid benzyl ester). RXN SMILES: [Br:1][CH2:2][CH2:3][CH2:4][CH2:5][CH2:6][C:7]([OH:9])=[O:8].[CH2:10](O)[C:11]1[CH:16]=[CH:15][CH:14]=[CH:13][CH:12]=1.C1(N=C=NC2CCCCC2)CCCCC1>CN(C)C1C=CN=CC=1.ClCCl>[CH2:10]([O:8][C:7](=[O:9])[CH2:6][CH2:5][CH2:4][CH2:3][CH2:2][Br:1])[C:11]1[CH:16]=[CH:15][CH:14]=[CH:13][CH:12]=1. Procedure details: A mixture of 6-bromo-hexanoic acid (0.10 mol), benzyl alcohol (0.10 mol), 4-dimethylaminopyridine (1.78·10−2 mol) and dichloromethane (600 ml) is stirred and kept at 0° C. with an ice bath, then added with N,N′-dicyclohexylcarbodiimide (0.13 mol) and left to react for 16 hours. At the end of the reaction, the solution is filtered and the precipitate is discarded, whilst the solution is repeatedly washed with H2O, discarding the precipitate possibly formed. The organic layers are pooled and washe...